This data is from the Open Reaction Database (ORD), a public repository of structured organic reaction records. The task is: describe an organic reaction: reactants, conditions, products, and yield Reactants: O (water), C1(=CC=CC=C1)P(C1=CC=CC=C1)C1=CC=CC=C1 (triphenylphosphine), N(=[N+]=[N-])CC1=NC=CC(=C1)C1=CC=C(C(=O)N2CCN(CC2)S(=O)(=O)C2=CC3=CC=C(C=C3C=C2)Cl)C=C1 (1-[4-(2-azidomethylpyridin-4-yl)benzoyl]-4-[(6-chloronaphthalen-2-yl)sulfonyl]piperazine). Run in O1CCCC1 (tetrahydrofuran). Conditions: time 18 hour. Yields the product Cl.NCC1=NC=CC(=C1)C1=CC=C(C(=O)N2CCN(CC2)S(=O)(=O)C2=CC3=CC=C(C=C3C=C2)Cl)C=C1 (1-[4-(2-Aminomethylpyridin-4-yl)benzoyl]-4-[(6-chloronaphthalen-2-yl)sulfonyl]piperazine hydrochloride). As a reaction SMILES: [N:1]([CH2:4][C:5]1[CH:10]=[C:9]([C:11]2[CH:38]=[CH:37][C:14]([C:15]([N:17]3[CH2:22][CH2:21][N:20]([S:23]([C:26]4[CH:35]=[CH:34][C:33]5[C:28](=[CH:29][CH:30]=[C:31]([Cl:36])[CH:32]=5)[CH:27]=4)(=[O:25])=[O:24])[CH2:19][CH2:18]3)=[O:16])=[CH:13][CH:12]=2)[CH:8]=[CH:7][N:6]=1)=[N+]=[N-].O.C1(P(C2C=CC=CC=2)C2C=CC=CC=2)C=CC=CC=1>O1CCCC1>[ClH:36].[NH2:1][CH2:4][C:5]1[CH:10]=[C:9]([C:11]2[CH:38]=[CH:37][C:14]([C:15]([N:17]3[CH2:22][CH2:21][N:20]([S:23]([C:26]4[CH:35]=[CH:34][C:33]5[C:28](=[CH:29][CH:30]=[C:31]([Cl:36])[CH:32]=5)[CH:27]=4)(=[O:24])=[O:25])[CH2:19][CH2:18]3)=[O:16])=[CH:13][CH:12]=2)[CH:8]=[CH:7][N:6]=1 |f:4.5|. Procedure details: At room temperature, 1-[4-(2-azidomethylpyridin-4-yl)benzoyl]-4-[(6-chloronaphthalen-2-yl)sulfonyl]piperazine (159 mg) was dissolved in tetrahydrofuran (5 ml), followed by the addition of water (0.5 ml) and triphenylphosphine (114 mg). The resulting mixture was stirred for 18 hours. The residue obtained by distilling off the solvent under reduced pressure was purified by chromatography on a silica gel column (10% methanol—dichloromethane), followed by dissolution in dichloromethane. To the resul... Starting materials: Fc1cc(Br)c(F)c(C(F)(F)F)c1F, [Li]CCCC, O=C(O)C(F)(F)F. Yields the product O=C(O)c1cc(F)c(F)c(C(F)(F)F)c1F. As a reaction SMILES: [Br:6][c:7]1[c:8]([F:19])[c:9]([C:15]([F:16])([F:17])[F:18])[c:10]([F:14])[c:11]([F:13])[cH:12]1.[CH2:1]([Li:2])[CH2:3][CH2:4][CH3:5].[F:20][C:21]([C:22](=[O:23])[OH:24])([F:25])[F:26]>>[c:7]1([C:22](=[O:23])[OH:24])[c:8]([F:19])[c:9]([C:15]([F:16])([F:17])[F:18])[c:10]([F:14])[c:11]([F:13])[cH:12]1. The reactants are CC(C)(C)NS(=O)(=O)C1=CC=2C(CNS(C2S1)(=O)=O)=O (2,3-Dihydro-N-(1,1-dimethylethyl)-4-oxo-4H-thieno[3,2-e]-1,2-thiazine-6-sulfonamide 1,1-dioxide), C(C)OCC (diethyl ether), N(CCO)CCO (diethanol amine). Run in C1CCOC1 (THF). Conditions: temperature -35 celsius, time 24 hour. Product: CC(C)(C)NS(=O)(=O)C1=CC=2[C@@H](CNS(C2S1)(=O)=O)O ((S)-N-(1,1-dimethylethyl)-3,4-dihydro-4-hydroxy-2H-thieno[3,2-e]-1,2-thiazine-6-sulfonamide 1,1-dioxide). The yield is 74.7%. As a reaction SMILES: [CH3:1][C:2]([NH:5][S:6]([C:9]1[S:17][C:16]2[S:15](=[O:19])(=[O:18])[NH:14][CH2:13][C:12](=[O:20])[C:11]=2[CH:10]=1)(=[O:8])=[O:7])([CH3:4])[CH3:3].C(OCC)C.N(CCO)CCO>C1COCC1>[CH3:4][C:2]([NH:5][S:6]([C:9]1[S:17][C:16]2[S:15](=[O:19])(=[O:18])[NH:14][CH2:13][C@@H:12]([OH:20])[C:11]=2[CH:10]=1)(=[O:8])=[O:7])([CH3:1])[CH3:3]. Reported procedure: A solution of (+)-diisopinocamphenylchloroborane (3.8 g, 11.8 mmol) was dissolved in anhydrous THF (10 mL) under nitrogen and cooled to -35° C.; the product from Step A (0.8 g, 2.36 mmol) was added and this mixture was stirred at -35° C. for 24 hr. The solvent was evaporated and the residue was mixed with diethyl ether (15 mL) and diethanol amine (0.62 g, 5.9 mmol) was added followed by stirring for 2 h, filtration, and evaporation. The residue was purified by column chromatography (silica, hexa... Reactants: BrC1=CC(=C(C=C1)F)[N+](=O)[O-] (4-Bromo-1-fluoro-2-nitrobenzene), CN(CCCNC)C (N,N,N′-Trimethyl-propane-1,3-diamine). Conditions: time 16 hour. Yields the product BrC1=CC(=C(C=C1)N(CCCN(C)C)C)[N+](=O)[O-] (N-(4-Bromo-2-nitro-phenyl)-N,N′,N′-trimethylpropane-1,3-diamine). As a reaction SMILES: [Br:1][C:2]1[CH:7]=[CH:6][C:5](F)=[C:4]([N+:9]([O-:11])=[O:10])[CH:3]=1.[CH3:12][N:13]([CH3:19])[CH2:14][CH2:15][CH2:16][NH:17][CH3:18]>>[Br:1][C:2]1[CH:7]=[CH:6][C:5]([N:17]([CH3:18])[CH2:16][CH2:15][CH2:14][N:13]([CH3:19])[CH3:12])=[C:4]([N+:9]([O-:11])=[O:10])[CH:3]=1. Procedure: To a round bottom flask at 0° C. was added 4-Bromo-1-fluoro-2-nitrobenzene (10 g, 45.46 mmol) and N,N,N′-Trimethyl-propane-1,3-diamine (6.99 ml, 47.73 mmol). The reaction was allowed to warm to RT and stirred for 16 h. The reaction was extracted into EtOAc, washed once with saturated aqueous NaHCO3, twice with water, and then dried over Mg2SO4. The organic layer was filtered and concentrated to yield the title compound as a bright orange solid. The reactants are solution, Cl.C(C)(=O)OCC (hydrogen chloride ethyl acetate), C(C)OC(=O)[C@]1([C@@H]2[C@]([C@@H]2C[C@H]1NCC1=CC(=C(C=C1)Cl)Cl)(C(=O)OCC)F)NC(=O)OC(C)(C)C ((1R,2R,3R,5R,6R)-2-t-butoxycarbonylamino-3-(3,4-dichlorobenzylamino)-6-fluoro-bicyclo[3.1.0]hexane-2,6-dicarboxylic acid diethyl ester), C(O)([O-])=O.[Na+] (sodium hydrogen carbonate). Reaction conditions: time 6 hour. The product is C(C)OC(=O)[C@]1([C@@H]2[C@]([C@@H]2C[C@H]1NCC1=CC(=C(C=C1)Cl)Cl)(C(=O)OCC)F)N ((1R,2R,3R,5R,6R)-2-amino-3-(3,4-dichlorobenzylamino)-6-fluoro-bicyclo[3.1.0]hexane-2,6-dicarboxylic acid diethyl ester). Yield: 92.3%. RXN SMILES: Cl.C(OCC)(=O)C.[CH2:8]([O:10][C:11]([C@:13]1([NH:35]C(OC(C)(C)C)=O)[C@H:18]([NH:19][CH2:20][C:21]2[CH:26]=[CH:25][C:24]([Cl:27])=[C:23]([Cl:28])[CH:22]=2)[CH2:17][C@@H:16]2[C@H:14]1[C@@:15]2([F:34])[C:29]([O:31][CH2:32][CH3:33])=[O:30])=[O:12])[CH3:9].C(=O)([O-])O.[Na+]>>[CH2:8]([O:10][C:11]([C@:13]1([NH2:35])[C@H:18]([NH:19][CH2:20][C:21]2[CH:26]=[CH:25][C:24]([Cl:27])=[C:23]([Cl:28])[CH:22]=2)[CH2:17][C@@H:16]2[C@H:14]1[C@@:15]2([F:34])[C:29]([O:31][CH2:32][CH3:33])=[O:30])=[O:12])[CH3:9] |f:0.1,3.4|. Reported procedure: 2.8 mL of a solution of 4N hydrogen chloride/ethyl acetate was added to 28 mg of (1R,2R,3R,5R,6R)-2-t-butoxycarbonylamino-3-(3,4-dichlorobenzylamino)-6-fluoro-bicyclo[3.1.0]hexane-2,6-dicarboxylic acid diethyl ester, and the mixture was stirred for 6 hours at ice-cooling and further stirred for 18 hours at room temperature. The reaction solution was ice-cooled and then neutralized with a saturated aqueous solution of sodium hydrogen carbonate, followed by separation. The aqueous layer was extrac... Starting materials: CN(C)C=O, CCOC(C)=O, [H-], [Na+], O, COc1cc2nccc(Oc3ccc4[nH]ccc4c3)c2cc1OC, O=C(Nc1nccs1)Oc1ccccc1. The product is COc1cc2nccc(Oc3ccc4c(ccn4C(=O)Nc4nccs4)c3)c2cc1OC. Reaction SMILES: [CH3:43][N:44]([CH3:45])[CH:46]=[O:47].[CH3:48][CH2:49][O:50][C:51](=[O:52])[CH3:53].[H-:25].[Na+:26].[OH2:42].[nH:1]1[cH:2][cH:3][c:4]2[cH:5][c:6]([O:10][c:11]3[cH:12][cH:13][n:14][c:15]4[cH:16][c:17]([O:23][CH3:24])[c:18]([O:21][CH3:22])[cH:19][c:20]34)[cH:7][cH:8][c:9]12.[s:27]1[c:28]([NH:32][C:33]([O:34][c:36]2[cH:37][cH:38][cH:39][cH:40][cH:41]2)=[O:35])[n:29][cH:30][cH:31]1>>[n:1]1([C:33]([NH:32][c:28]2[s:27][cH:31][cH:30][n:29]2)=[O:34])[cH:2][cH:3][c:4]2[cH:5][c:6]([O:10][c:11]3[cH:12][cH:13][n:14][c:15]4[cH:16][c:17]([O:23][CH3:24])[c:18]([O:21][CH3:22])[cH:19][c:20]34)[cH:7][cH:8][c:9]12. Starting materials: O1S(OCC1)(=O)=O ([1,3,2]dioxathiolane 2,2-dioxide), OC1CN(CCC1C1=CC=C(C=C1)OC)C(=O)OC(C)(C)C (tert-butyl 3-hydroxy-4-(4-methoxyphenyl)piperidine-1-carboxylate), [H-].[Na+] (sodium hydride), O (water). Run in CN(C=O)C (N,N-dimethylformamide), CN(C=O)C (N,N-dimethylformamide). Reaction conditions: time 30 minute. Product: OCCOC1CN(CCC1C1=CC=C(C=C1)OC)C(=O)OC(C)(C)C (tert-Butyl 3-(2-hydroxyethoxy)-4-(4-methoxyphenyl)piperidine-1-carboxylate), SiO2. RXN SMILES: [OH:1][CH:2]1[CH:7]([C:8]2[CH:13]=[CH:12][C:11]([O:14][CH3:15])=[CH:10][CH:9]=2)[CH2:6][CH2:5][N:4]([C:16]([O:18][C:19]([CH3:22])([CH3:21])[CH3:20])=[O:17])[CH2:3]1.[H-].[Na+].[O:25]1[CH2:29][CH2:28]OS1(=O)=O.O>CN(C)C=O>[OH:25][CH2:29][CH2:28][O:1][CH:2]1[CH:7]([C:8]2[CH:9]=[CH:10][C:11]([O:14][CH3:15])=[CH:12][CH:13]=2)[CH2:6][CH2:5][N:4]([C:16]([O:18][C:19]([CH3:22])([CH3:21])[CH3:20])=[O:17])[CH2:3]1 |f:1.2|. Reported procedure: A solution of 1.01 g of tert-butyl 3-hydroxy-4-(4-methoxyphenyl)piperidine-1-carboxylate in 40 ml of N,N-dimethylformamide is added at 0° C. to the suspension of 0.26 g of sodium hydride dispersion (60%) in 40 ml of N,N-dimethylformamide. After 30 minutes, the reaction mixture is admixed with 0.83 g of [1,3,2]dioxathiolane 2,2-dioxide and stirred at room temperature over 18 hours. The reaction mixture is cooled to 0° C., admixed with water and concentrated by evaporation. The residue is stirred ...